Dataset: the Open Reaction Database (ORD), a public repository of structured organic reaction records. Task: describe an organic reaction: reactants, conditions, products, and yield Starting materials: NC1=CC=CC=C1 (Aniline), BrC=1C=NC=C(C(=O)O)C1 (5-bromonicotinic acid), CCN=C=NCCCN(C)C.Cl (WSC.HCl), C=1C=CC2=C(C1)N=NN2O (HOBt), [Cl-].[NH4+] (ammonium chloride). Run in CN(C)C=O (DMF), O (H2O), C(C)(=O)OCC (ethyl acetate). Run at time 3 hour. Yields the product BrC=1C=NC=C(C(=O)NC2=CC=CC=C2)C1 (5-bromo-N-phenylnicotinamide). RXN SMILES: [NH2:1][C:2]1[CH:7]=[CH:6][CH:5]=[CH:4][CH:3]=1.CCN=C=NCCCN(C)C.Cl.C1C=CC2N(O)N=NC=2C=1.[Br:30][C:31]1[CH:32]=[N:33][CH:34]=[C:35]([CH:39]=1)[C:36](O)=[O:37].[Cl-].[NH4+]>C(OCC)(=O)C.CN(C=O)C.O>[Br:30][C:31]1[CH:32]=[N:33][CH:34]=[C:35]([CH:39]=1)[C:36]([NH:1][C:2]1[CH:7]=[CH:6][CH:5]=[CH:4][CH:3]=1)=[O:37] |f:1.2,5.6|. Procedure details: Aniline (99 μl), WSC.HCl (209 mg), and HOBt.H2O (167 mg) were added to a DMF (5 ml) solution containing 5-bromonicotinic acid (200 mg), followed by stirring at room temperature for 3 hours. A saturated aqueous ammonium chloride solution and ethyl acetate were added to the reaction mixture. The organic layer was collected, washed with saturated saline, and dried over anhydrous magnesium sulfate, and the solvent was distilled away under reduced pressure. Diisopropylether and hexane were added to t...